This data is from the Open Reaction Database (ORD), a public repository of structured organic reaction records. The task is: describe an organic reaction: reactants, conditions, products, and yield The product is C#Cc1cc(CN(C)C2CC2)c2c(c1)C(C)(C)CC(C)(C)O2. As a reaction SMILES: [C:27](=[O:28])([O-:29])[O-:30].[CH3:33][OH:34].[CH:1]1([N:4]([CH3:5])[CH2:6][c:7]2[cH:8][c:9]([C:21]#[C:22][Si:23]([CH3:24])([CH3:25])[CH3:26])[cH:10][c:11]3[c:16]2[O:15][C:14]([CH3:17])([CH3:18])[CH2:13][C:12]3([CH3:19])[CH3:20])[CH2:2][CH2:3]1.[K+:31].[K+:32]>>[CH:1]1([N:4]([CH3:5])[CH2:6][c:7]2[cH:8][c:9]([C:21]#[CH:22])[cH:10][c:11]3[c:16]2[O:15][C:14]([CH3:17])([CH3:18])[CH2:13][C:12]3([CH3:19])[CH3:20])[CH2:2][CH2:3]1. Starting materials: O=C([O-])[O-], CO, CN(Cc1cc(C#C[Si](C)(C)C)cc2c1OC(C)(C)CC2(C)C)C1CC1, [K+], [K+]. Starting materials: COC1=C2C=C(C(=NC2=CC=N1)C1=CC=C(C=C1)CN1CCC(CC1)C1=NNC(=N1)C1=NC=CC=C1)C1=CC=CC=C1 (5-methoxy-3-phenyl-2-(4-{[4-(5-pyridin-2-yl-1H-1,2,4-triazol-3-yl)piperidin-1-yl]methyl}phenyl)-1,6-naphthyridine), Cl.N1=CC=CC=C1 (pyridine hydrochloride). Run in O (water), C(=O)(O)[O-].[Na+] (NaHCO3). Run at temperature 150 celsius. Product: C1(=CC=CC=C1)C=1C(=NC=2C=CNC(C2C1)=O)C1=CC=C(C=C1)CN1CCC(CC1)C1=NNC(=N1)C1=NC=CC=C1 (3-phenyl-2-(4-{[4-(5-pyridin-2-yl-1H-1,2,4-triazol-3-yl)piperidin-1-yl]methyl}phenyl)-1,6-naphthyridin-5(6H)-one). As a reaction SMILES: C[O:2][C:3]1[N:12]=[CH:11][CH:10]=[C:9]2[C:4]=1[CH:5]=[C:6]([C:37]1[CH:42]=[CH:41][CH:40]=[CH:39][CH:38]=1)[C:7]([C:13]1[CH:18]=[CH:17][C:16]([CH2:19][N:20]3[CH2:25][CH2:24][CH:23]([C:26]4[N:30]=[C:29]([C:31]5[CH:36]=[CH:35][CH:34]=[CH:33][N:32]=5)[NH:28][N:27]=4)[CH2:22][CH2:21]3)=[CH:15][CH:14]=1)=[N:8]2.Cl.N1C=CC=CC=1>O.C([O-])(O)=O.[Na+]>[C:37]1([C:6]2[C:7]([C:13]3[CH:18]=[CH:17][C:16]([CH2:19][N:20]4[CH2:25][CH2:24][CH:23]([C:26]5[N:30]=[C:29]([C:31]6[CH:36]=[CH:35][CH:34]=[CH:33][N:32]=6)[NH:28][N:27]=5)[CH2:22][CH2:21]4)=[CH:15][CH:14]=3)=[N:8][C:9]3[CH:10]=[CH:11][NH:12][C:3](=[O:2])[C:4]=3[CH:5]=2)[CH:38]=[CH:39][CH:40]=[CH:41][CH:42]=1 |f:1.2,4.5|. Procedure: A mixture of 5-methoxy-3-phenyl-2-(4-{[4-(5-pyridin-2-yl-1H-1,2,4-triazol-3-yl)piperidin-1-yl]methyl}phenyl)-1,6-naphthyridine (725 mg, 1.31 mmol) and pyridine hydrochloride (6.9 gm, ˜60 mmol) was heated at 150° C. for ten minutes. The cooled residue was dissolved in the minimum amount of water and neutralized with aqueous NaHCO3. The precipitated solid was collected by filtration and purified by column chromatography on silica gel eluting with 1-14% methanol/ethyl acetate (sat'd NH4OH). The iso... Reactants: COC(=O)c1cc(C(=O)Nc2cccc(F)c2F)cn1S(C)(=O)=O, COc1ccc(P2(=S)SP(=S)(c3ccc(OC)cc3)S2)cc1, Cc1ccccc1. The product is COC(=O)c1cc(C(=S)Nc2cccc(F)c2F)cn1S(C)(=O)=O. As a reaction SMILES: [CH3:1][O:2][C:3](=[O:4])[c:5]1[n:6]([S:21](=[O:22])(=[O:23])[CH3:24])[cH:7][c:8]([C:10]([NH:11][c:12]2[c:13]([F:19])[c:14]([F:18])[cH:15][cH:16][cH:17]2)=[O:20])[cH:9]1.[CH3:25][O:26][c:27]1[cH:28][cH:29][c:30]([P:31]2(=[S:34])[S:32][P:33]([c:35]3[cH:36][cH:37][c:38]([O:39][CH3:40])[cH:41][cH:42]3)(=[S:43])[S:44]2)[cH:45][cH:46]1.[CH3:47][c:48]1[cH:49][cH:50][cH:51][cH:52][cH:53]1>>[CH3:1][O:2][C:3](=[O:4])[c:5]1[n:6]([S:21](=[O:22])(=[O:23])[CH3:24])[cH:7][c:8]([C:10]([NH:11][c:12]2[c:13]([F:19])[c:14]([F:18])[cH:15][cH:16][cH:17]2)=[S:34])[cH:9]1.